Dataset: the Open Reaction Database (ORD), a public repository of structured organic reaction records. Task: describe an organic reaction: reactants, conditions, products, and yield Reactants: CC(=O)O[BH-](OC(C)=O)OC(C)=O, O=C([O-])O, C=O, ClCCl, Cc1cc2c(s1)Nc1ccccc1N=C2N1CCNC(CC(O)c2ccccc2)C1, [Na+], [Na+]. Product: Cc1cc2c(s1)Nc1ccccc1N=C2N1CCN(C)C(CC(O)c2ccccc2)C1. As a reaction SMILES: [C:33]([O:34][BH-:35]([O:36][C:37](=[O:38])[CH3:39])[O:40][C:41](=[O:42])[CH3:43])(=[O:44])[CH3:45].[C:50](=[O:51])([OH:52])[O-:53].[CH2:1]=[O:2].[CH2:47]([Cl:48])[Cl:49].[CH3:3][c:4]1[cH:5][c:6]2[c:12]([s:13]1)[NH:11][c:10]1[c:9]([cH:17][cH:16][cH:15][cH:14]1)[N:8]=[C:7]2[N:18]1[CH2:19][CH:20]([CH2:24][CH:25]([OH:26])[c:27]2[cH:28][cH:29][cH:30][cH:31][cH:32]2)[NH:21][CH2:22][CH2:23]1.[Na+:46].[Na+:54]>>[CH3:3][c:4]1[cH:5][c:6]2[c:12]([s:13]1)[NH:11][c:10]1[c:9]([cH:17][cH:16][cH:15][cH:14]1)[N:8]=[C:7]2[N:18]1[CH2:19][CH:20]([CH2:24][CH:25]([OH:26])[c:27]2[cH:28][cH:29][cH:30][cH:31][cH:32]2)[N:21]([CH3:33])[CH2:22][CH2:23]1. RXN SMILES: [CH3:32][CH2:33][OH:34].[Cl:1][c:2]1[cH:3][c:4]([CH2:9][n:10]2[n:11][n:12][c:13]([C:16](=[O:17])[NH:18][c:19]3[s:20][c:21]([C:25](=[O:26])[O:27][CH2:28][CH3:29])[c:22]([CH3:24])[n:23]3)[c:14]2[CH3:15])[cH:5][cH:6][c:7]1[Cl:8].[Na+:31].[OH-:30]>>[Cl:1][c:2]1[cH:3][c:4]([CH2:9][n:10]2[n:11][n:12][c:13]([C:16](=[O:17])[NH:18][c:19]3[s:20][c:21]([C:25](=[O:26])[OH:27])[c:22]([CH3:24])[n:23]3)[c:14]2[CH3:15])[cH:5][cH:6][c:7]1[Cl:8]. The reactants are CCO, CCOC(=O)c1sc(NC(=O)c2nnn(Cc3ccc(Cl)c(Cl)c3)c2C)nc1C, [Na+], [OH-]. Product: Cc1nc(NC(=O)c2nnn(Cc3ccc(Cl)c(Cl)c3)c2C)sc1C(=O)O. Starting materials: CC1=C(OCC2=C(C=CC=C2)C(C(=O)O)=NOC)C=C(C=C1)C (2-[2-(2,5-Dimethylphenoxymethyl)phenyl]-2-methoxyiminoacetic acid), CN(C=O)C (dimethylformamide), S(=O)(Cl)Cl (thionyl chloride). Run in C1(=CC=CC=C1)C (toluene), C1(=CC=CC=C1)C (toluene). Run at temperature 60 celsius, time 5 hour. The product is CC1=C(OCC2=C(C=CC=C2)C(C(=O)Cl)=NOC)C=C(C=C1)C (2-[2-(2,5-dimethylphenoxymethyl)phenyl]-2-methoxyiminoacetyl chloride). As a reaction SMILES: [CH3:1][C:2]1[CH:22]=[CH:21][C:20]([CH3:23])=[CH:19][C:3]=1[O:4][CH2:5][C:6]1[CH:11]=[CH:10][CH:9]=[CH:8][C:7]=1[C:12](=[N:16][O:17][CH3:18])[C:13](O)=[O:14].CN(C)C=O.S(Cl)([Cl:31])=O>C1(C)C=CC=CC=1>[CH3:1][C:2]1[CH:22]=[CH:21][C:20]([CH3:23])=[CH:19][C:3]=1[O:4][CH2:5][C:6]1[CH:11]=[CH:10][CH:9]=[CH:8][C:7]=1[C:12](=[N:16][O:17][CH3:18])[C:13]([Cl:31])=[O:14]. Procedure: 2-[2-(2,5-Dimethylphenoxymethyl)phenyl]-2-methoxyiminoacetic acid (9.40 g, 30 mmol, E/Z=20/80) was dissolved in dimethylformamide (DMF)(0.11 g, 1.5 mmol) and toluene (20 ml). A solution of 95% thionyl chloride (4.13 g, 33 mmol) and toluene (10 ml) was added dropwise at 60° C. over 5 hours. The mixture was stirred at 60° C. for 5 hours. After completion of the reaction, the mixture was concentrated under reduced pressure to a total amount of 30 g to give crude 2-[2-(2,5-dimethylphenoxymethyl)phen... The reactants are OC=1C=C(C(=O)O)C=C(C1)OCC1=C(C=CC=C1)C (3-Hydroxy-5-(2-methylbenzyloxy) benzoic acid), C(C)(=O)OC(C)=O (acetic anhydride). Solvent: C(C)(=O)O (acetic acid). Run at temperature 50 celsius, time 1 hour. The product is C(C)(=O)OC=1C=C(C(=O)O)C=C(C1)OCC1=C(C=CC=C1)C (3-acetoxy-5-(2-methylbenzyloxy) benzoic acid). Reaction SMILES: [OH:1][C:2]1[CH:3]=[C:4]([CH:8]=[C:9]([O:11][CH2:12][C:13]2[CH:18]=[CH:17][CH:16]=[CH:15][C:14]=2[CH3:19])[CH:10]=1)[C:5]([OH:7])=[O:6].[C:20](OC(=O)C)(=[O:22])[CH3:21]>C(O)(=O)C>[C:20]([O:1][C:2]1[CH:3]=[C:4]([CH:8]=[C:9]([O:11][CH2:12][C:13]2[CH:18]=[CH:17][CH:16]=[CH:15][C:14]=2[CH3:19])[CH:10]=1)[C:5]([OH:7])=[O:6])(=[O:22])[CH3:21]. Reported procedure: 3-Hydroxy-5-(2-methylbenzyloxy) benzoic acid (20.30 g, 78.6 mM) and acetic anhydride (125 ml, 1.32M) in acetic acid (125 ml) were refluxed for 16 hours. The reaction was cooled and the solvent evaporated ‘in vacuo’. Acetic acid (125 nml) and water (125 ml) were added to the resulting residue and the mixture was stirred for 1 hour at 50° C. Toluene (100 ml) was added and the solvent distilled off ‘in vacuo’ to give 3-acetoxy-5-(2-methylbenzyloxy) benzoic acid as a colourless solid (23.6 g); H1 NM...